From a dataset of the Open Reaction Database (ORD), a public repository of structured organic reaction records. describe an organic reaction: reactants, conditions, products, and yield The reactants are ClC1=C(C=CC=C1)C=1N2C=CC(C(=C2C=C(C1)OC)C1=C(C=CC=C1Cl)Cl)=O (6-(2-chlorophenyl)-1-(2,6-dichlorophenyl)-8-methoxy-2H-quinolizin-2-one), B(Br)(Br)Br (boron tribromide). The solvent is C(Cl)Cl (methylene chloride). Conditions: time 12 hour. The product is ClC1=C(C=CC=C1)C=1N2C=CC(C(=C2C=C(C1)O)C1=C(C=CC=C1Cl)Cl)=O (6-(2-chlorophenyl)-1-(2,6-dichlorophenyl)-8-hydroxy-2H-quinolizin-2-one). The yield is 64.6%. RXN SMILES: [Cl:1][C:2]1[CH:7]=[CH:6][CH:5]=[CH:4][C:3]=1[C:8]1[N:9]2[C:14]([CH:15]=[C:16]([O:18]C)[CH:17]=1)=[C:13]([C:20]1[C:25]([Cl:26])=[CH:24][CH:23]=[CH:22][C:21]=1[Cl:27])[C:12](=[O:28])[CH:11]=[CH:10]2.B(Br)(Br)Br>C(Cl)Cl>[Cl:1][C:2]1[CH:7]=[CH:6][CH:5]=[CH:4][C:3]=1[C:8]1[N:9]2[C:14]([CH:15]=[C:16]([OH:18])[CH:17]=1)=[C:13]([C:20]1[C:21]([Cl:27])=[CH:22][CH:23]=[CH:24][C:25]=1[Cl:26])[C:12](=[O:28])[CH:11]=[CH:10]2. Reported procedure: To a solution of 6-(2-chlorophenyl)-1-(2,6-dichlorophenyl)-8-methoxy-2H-quinolizin-2-one (Example 14, 40 mg) in methylene chloride was added boron tribromide (0.06 mL) at −78° C. The mixture was warmed to room temperature and stirred for 12 h. After quenching with 2N HCl, the mixture was extracted with methylene chloride, washed with brine, dried over magnesium sulfate and concentrated. The residue was purified by silica gel (methylene chloride/methano-=7/1) to give title compound (25 mg). The reactants are BrC1=CC=C2C(=N1)OC=N2 (5-Bromooxazolo[5,4-b]pyridine), BrC=1C=C2C(=NC1)N=CO2 (6-bromooxazolo[4,5-b]pyridine), CN(C(C)CC=C)C(=O)OC(C)(C)C (N-methyl-N-(tert-butoxycarbonyl)-4-penten-2-amine). The product is CNC(C)C\C=C\C1=CC=C2C(=N1)OC=N2 ((4E)-N-methyl-5-(5-oxazolo[5,4-b]pyridinyl)-4-penten-2-amine). Reaction SMILES: Br[C:2]1[N:7]=[C:6]2[O:8][CH:9]=[N:10][C:5]2=[CH:4][CH:3]=1.BrC1C=C2OC=NC2=NC=1.[CH3:21][N:22](C(OC(C)(C)C)=O)[CH:23]([CH2:25][CH:26]=[CH2:27])[CH3:24]>>[CH3:21][NH:22][CH:23]([CH2:25]/[CH:26]=[CH:27]/[C:2]1[N:7]=[C:6]2[O:8][CH:9]=[N:10][C:5]2=[CH:4][CH:3]=1)[CH3:24]. Procedure: 5-Bromooxazolo[5,4-b]pyridine, isomeric by orientation of ring fusion to the previously described 6-bromooxazolo[4,5-b]pyridine, can also be used in the Heck coupling with N-methyl-N-(tert-butoxycarbonyl)-4-penten-2-amine. Subsequent removal of the tert-butoxycarbonyl protecting group provides (4E)-N-methyl-5-(5-oxazolo[5,4-b]pyridinyl)-4-penten-2-amine. The required 5-bromooxazolo[5,4-b]pyridine is synthesized from 3-amino-5-bromo-2-pyridinol (3-amino-5-bromo-2-pyridone) by the condensation wit... Reactants: FC1=CC=C(C=C1)OC(N(C)[C@@H]1CNC[C@H]1C1=CC=C(C=C1)Cl)=O ([(3S,4R)-4-(4-chloro-phenyl)-pyrrolidin-3-yl]-methyl-carbamic acid 4-fluoro-phenyl ester), OCC1CCC(CC1)C(=O)O (4-hydroxymethyl-1-cyclohexanecarboxylic acid). Yields the product FC1=CC=C(C=C1)OC(N(C)[C@@H]1CN(C[C@H]1C1=CC=C(C=C1)Cl)C(=O)C1CCC(CC1)CO)=O ([(3S,4R)-4-(4-chloro-phenyl)-1-(4-hydroxymethyl-cyclohexanecarbonyl)-pyrrolidin-3-yl]-methyl-carbamic acid 4-fluoro-phenyl ester). As a reaction SMILES: [F:1][C:2]1[CH:7]=[CH:6][C:5]([O:8][C:9](=[O:24])[N:10]([C@H:12]2[C@H:16]([C:17]3[CH:22]=[CH:21][C:20]([Cl:23])=[CH:19][CH:18]=3)[CH2:15][NH:14][CH2:13]2)[CH3:11])=[CH:4][CH:3]=1.[OH:25][CH2:26][CH:27]1[CH2:32][CH2:31][CH:30]([C:33](O)=[O:34])[CH2:29][CH2:28]1>>[F:1][C:2]1[CH:7]=[CH:6][C:5]([O:8][C:9](=[O:24])[N:10]([C@H:12]2[C@H:16]([C:17]3[CH:22]=[CH:21][C:20]([Cl:23])=[CH:19][CH:18]=3)[CH2:15][N:14]([C:26]([CH:27]3[CH2:32][CH2:31][CH:30]([CH2:33][OH:34])[CH2:29][CH2:28]3)=[O:25])[CH2:13]2)[CH3:11])=[CH:4][CH:3]=1. Procedure details: In analogy to the procedure described for the synthesis of example 44 (step c), the title compound [(3S,4R)-4-(4-chloro-phenyl)-1-(4-hydroxymethyl-cyclohexanecarbonyl)-pyrrolidin-3-yl]-methyl-carbamic acid 4-fluoro-phenyl ester was prepared from [(3S,4R)-4-(4-chloro-phenyl)-pyrrolidin-3-yl]-methyl-carbamic acid 4-fluoro-phenyl ester using 4-hydroxymethyl-1-cyclohexanecarboxylic acid instead of 1-methylcyclopropane-1-carboxylic acid and was obtained as an off-white solid. MS m/e: 489.2 [M+H]+. Reaction SMILES: [Br:1][c:2]1[cH:3][c:4]([O:21][C:22]([F:23])([F:24])[F:25])[c:5]([CH2:6][CH:7]2[C:8](=[O:18])[N:9]([CH:12]3[CH2:13][CH2:14][CH2:15][CH2:16][CH2:17]3)[CH2:10][CH2:11]2)[cH:19][cH:20]1.[CH3:26][O:27][C:28](=[O:29])[c:30]1[cH:31][cH:32][c:33]([B:36]([OH:37])[OH:38])[cH:34][cH:35]1.[CH3:46][C:47](=[O:48])[O-:49].[CH3:50][S:51]([CH3:52])=[O:53].[K+:45].[O:39]1[CH2:40][CH2:41][O:42][CH2:43][CH2:44]1>>[c:2]1(-[c:33]2[cH:32][cH:31][c:30]([C:28]([O:27][CH3:26])=[O:29])[cH:35][cH:34]2)[cH:3][c:4]([O:21][C:22]([F:23])([F:24])[F:25])[c:5]([CH2:6][CH:7]2[C:8](=[O:18])[N:9]([CH:12]3[CH2:13][CH2:14][CH2:15][CH2:16][CH2:17]3)[CH2:10][CH2:11]2)[cH:19][cH:20]1. Product: COC(=O)c1ccc(-c2ccc(CC3CCN(C4CCCCC4)C3=O)c(OC(F)(F)F)c2)cc1. Starting materials: O=C1C(Cc2ccc(Br)cc2OC(F)(F)F)CCN1C1CCCCC1, COC(=O)c1ccc(B(O)O)cc1, CC(=O)[O-], CS(C)=O, [K+], C1COCCO1. Reactants: CO, Cl, [H][H], Cc1ccc(S(=O)(=O)n2cc(Cc3cccc([N+](=O)[O-])c3)c3cc(-c4cccnc4)cnc32)cc1. Yields the product Cc1ccc(S(=O)(=O)n2cc(Cc3cccc(N)c3)c3cc(-c4cccnc4)cnc32)cc1. RXN SMILES: [CH3:39][OH:40].[ClH:36].[H:37][H:38].[N+:1]([O-:2])(=[O:3])[c:4]1[cH:5][c:6]([CH2:7][c:8]2[cH:9][n:10]([S:23](=[O:24])(=[O:25])[c:26]3[cH:27][cH:28][c:29]([CH3:32])[cH:30][cH:31]3)[c:11]3[n:12][cH:13][c:14](-[c:17]4[cH:18][n:19][cH:20][cH:21][cH:22]4)[cH:15][c:16]23)[cH:33][cH:34][cH:35]1>>[NH2:1][c:4]1[cH:5][c:6]([CH2:7][c:8]2[cH:9][n:10]([S:23](=[O:24])(=[O:25])[c:26]3[cH:27][cH:28][c:29]([CH3:32])[cH:30][cH:31]3)[c:11]3[n:12][cH:13][c:14](-[c:17]4[cH:18][n:19][cH:20][cH:21][cH:22]4)[cH:15][c:16]23)[cH:33][cH:34][cH:35]1. The reactants are C(C)(C)N1N=C(C=C1)C(=O)O (1-isopropyl-1h-pyrazole-3-carboxylic acid), S(O)(O)(=O)=O (sulfuric acid), CO (MeOH). Reaction conditions: time 5 hour. Product: C(C)(C)N1N=C(C=C1)C(=O)OC (methyl 1-isopropyl-1H-pyrazole-3-carboxylate). Isolated yield 76.0%. RXN SMILES: [CH:1]([N:4]1[CH:8]=[CH:7][C:6]([C:9]([OH:11])=[O:10])=[N:5]1)([CH3:3])[CH3:2].S(=O)(=O)(O)O.[CH3:17]O>>[CH:1]([N:4]1[CH:8]=[CH:7][C:6]([C:9]([O:11][CH3:17])=[O:10])=[N:5]1)([CH3:3])[CH3:2]. Procedure: To a solution of 1-isopropyl-1h-pyrazole-3-carboxylic acid (0.9757 g, 6.33 mmol, Matrix Scientific) in MeOH (31.6 ml) in a glass pressure vessel was added sulfuric acid (0.355 ml, 6.33 mmol Sigma Aldrich). The vessel was sealed and the r×n was brought to reflux to stir. (NOTE: A portable blast shield was used.) R×n was allowed to stir for 5 hours. The r×n was concentrated in vacuo. The residue was diluted with water and extracted with EtOAc. The organic extract was washed with water, dried over ...